From a dataset of the Open Reaction Database (ORD), a public repository of structured organic reaction records. describe an organic reaction: reactants, conditions, products, and yield The reactants are ClC=1C=CC2=C(C1)C1(NCCN1)S2 (4-chlorobenzothietane-2-spiro-2'-imidazolidine), ClC1=C(CCl)C=CC(=C1)Cl (2,4-dichlorobenzyl chloride). Run in CO (methanol). Yields the product Cl.ClC1=C(CSC2=C(C=C(C=C2)Cl)C=2NCCN2)C=CC(=C1)Cl (2-[2'-(2",4"-dichlorobenzylthio)-5'-chlorophenyl]-imidazoline hydrochloride). RXN SMILES: [Cl:1][C:2]1[CH:3]=[CH:4][C:5]2[S:13][C:8]3([NH:12][CH2:11][CH2:10][NH:9]3)[C:6]=2[CH:7]=1.[Cl:14][C:15]1[CH:22]=[C:21]([Cl:23])[CH:20]=[CH:19][C:16]=1[CH2:17]Cl>CO>[ClH:1].[Cl:14][C:15]1[CH:22]=[C:21]([Cl:23])[CH:20]=[CH:19][C:16]=1[CH2:17][S:13][C:5]1[CH:4]=[CH:3][C:2]([Cl:1])=[CH:7][C:6]=1[C:8]1[NH:12][CH2:11][CH2:10][N:9]=1 |f:3.4|. Procedure: 32 Parts of 4-chlorobenzothietane-2-spiro-2'-imidazolidine is reacted in 300 parts of methanol with 29.5 parts of 2,4-dichlorobenzyl chloride in the manner described in Example 11. The yield is 56 parts (90% of theory) and the melting point is 236° C. The reactants are O=Cc1cc(Br)ccc1O, O=c1cc(N2CCNCC2)nc[nH]1. The product is O=c1cc(N2CCN(Cc3cc(Br)ccc3O)CC2)nc[nH]1. RXN SMILES: [Br:14][c:15]1[cH:16][cH:17][c:18]([OH:23])[c:19]([CH:20]=[O:21])[cH:22]1.[N:1]1([c:7]2[cH:8][c:9](=[O:13])[nH:10][cH:11][n:12]2)[CH2:2][CH2:3][NH:4][CH2:5][CH2:6]1>>[N:1]1([c:7]2[cH:8][c:9](=[O:13])[nH:10][cH:11][n:12]2)[CH2:2][CH2:3][N:4]([CH2:20][c:19]2[c:18]([OH:23])[cH:17][cH:16][c:15]([Br:14])[cH:22]2)[CH2:5][CH2:6]1. Reactants: Fc1ccc(Br)c(C(F)(F)F)c1, O=C([O-])[O-], Cc1ccccc1, CCOC(C)=O, Cl, [Cs+], [Cs+], O=C(C=Cc1ccccc1)C=Cc1ccccc1, O=C(C=Cc1ccccc1)C=Cc1ccccc1, O=C(C=Cc1ccccc1)C=Cc1ccccc1, [Pd], [Pd], O=C(NC1(C(=O)NC2CCNCC2O)CCCCC1)c1cc2ccccc2o1. Product: O=C(NC1(C(=O)NC2CCN(c3ccc(F)cc3C(F)(F)F)CC2O)CCCCC1)c1cc2ccccc2o1. As a reaction SMILES: [Br:30][c:31]1[c:32]([C:38]([F:39])([F:40])[F:41])[cH:33][c:34]([F:37])[cH:35][cH:36]1.[C:42](=[O:43])([O-:44])[O-:45].[CH3:48][c:49]1[cH:50][cH:51][cH:52][cH:53][cH:54]1.[CH3:55][CH2:56][O:57][C:58](=[O:59])[CH3:60].[ClH:1].[Cs+:46].[Cs+:47].[O:63]=[C:64]([CH:65]=[CH:66][c:67]1[cH:68][cH:69][cH:70][cH:71][cH:72]1)[CH:73]=[CH:74][c:75]1[cH:76][cH:77][cH:78][cH:79][cH:80]1.[O:81]=[C:82]([CH:83]=[CH:84][c:85]1[cH:86][cH:87][cH:88][cH:89][cH:90]1)[CH:91]=[CH:92][c:93]1[cH:94][cH:95][cH:96][cH:97][cH:98]1.[O:99]=[C:100]([CH:101]=[CH:102][c:103]1[cH:104][cH:105][cH:106][cH:107][cH:108]1)[CH:109]=[CH:110][c:111]1[cH:112][cH:113][cH:114][cH:115][cH:116]1.[Pd:61].[Pd:62].[o:2]1[c:3]([C:11](=[O:12])[NH:13][C:14]2([C:20](=[O:21])[NH:22][CH:23]3[CH:24]([OH:29])[CH2:25][NH:26][CH2:27][CH2:28]3)[CH2:15][CH2:16][CH2:17][CH2:18][CH2:19]2)[cH:4][c:5]2[c:6]1[cH:7][cH:8][cH:9][cH:10]2>>[o:2]1[c:3]([C:11](=[O:12])[NH:13][C:14]2([C:20](=[O:21])[NH:22][CH:23]3[CH:24]([OH:29])[CH2:25][N:26]([c:31]4[c:32]([C:38]([F:39])([F:40])[F:41])[cH:33][c:34]([F:37])[cH:35][cH:36]4)[CH2:27][CH2:28]3)[CH2:15][CH2:16][CH2:17][CH2:18][CH2:19]2)[cH:4][c:5]2[c:6]1[cH:7][cH:8][cH:9][cH:10]2. The reactants are COC(=O)[C@H]1C[C@@H](N(CC1)S(=O)(=O)CCCOC1=CC=C(C=C1)F)C(=O)OC(C)(C)C ((2R,4R)-1-[3-(4-fluorophenoxy)-propane-1-sulfonyl]-piperidine-2,4-dicarboxylic acid 2-tert-butyl ester 4-methyl ester), FC(C(=O)O)(F)F (trifluoracetic acid). Solvent: C(Cl)Cl (methylene chloride). Reaction conditions: temperature 22 celsius. Yields the product COC(=O)[C@H]1C[C@@H](N(CC1)S(=O)(=O)CCCOC1=CC=C(C=C1)F)C(=O)O ((2R,4R)-1-[3-(4-fluorophenoxy)-propane-1-sulfonyl]-piperidine-2,4-dicarboxylic acid 4-methyl ester). Yield: 96.2%. As a reaction SMILES: [CH3:1][O:2][C:3]([C@@H:5]1[CH2:10][CH2:9][N:8]([S:11]([CH2:14][CH2:15][CH2:16][O:17][C:18]2[CH:23]=[CH:22][C:21]([F:24])=[CH:20][CH:19]=2)(=[O:13])=[O:12])[C@@H:7]([C:25]([O:27]C(C)(C)C)=[O:26])[CH2:6]1)=[O:4].FC(F)(F)C(O)=O>C(Cl)Cl>[CH3:1][O:2][C:3]([C@@H:5]1[CH2:10][CH2:9][N:8]([S:11]([CH2:14][CH2:15][CH2:16][O:17][C:18]2[CH:23]=[CH:22][C:21]([F:24])=[CH:20][CH:19]=2)(=[O:13])=[O:12])[C@@H:7]([C:25]([OH:27])=[O:26])[CH2:6]1)=[O:4]. Procedure: To a stirred, cold (0° C.) solution of (2R,4R)-1-[3-(4-fluorophenoxy)-propane-1-sulfonyl]-piperidine-2,4-dicarboxylic acid 2-tert-butyl ester 4-methyl ester (1.15 g, 2.5 mmol) in 10 mL of methylene chloride was added 10 mL of trifluoracetic acid. The mixture was allowed warm to ambient temperature (22° C.) over 16 hours. The mixture was concentrated in vacuo to give 970 mg of crude (2R,4R)-1-[3-(4-fluorophenoxy)-propane-1-sulfonyl]-piperidine-2,4-dicarboxylic acid 4-methyl ester as a orange soli...